This data is from the Open Reaction Database (ORD), a public repository of structured organic reaction records. The task is: describe an organic reaction: reactants, conditions, products, and yield Reaction conditions: time 1 hour. The product is N([C@@H](C)C(=O)N[C@H](CCC(OCC1=CC=CC=C1)=O)C(=O)N)C(=O)OC(C)(C)C (Boc-Ala-D-Glu(OBzl)-NH2). Procedure details: 30 g (1.0 eq) Boc-D-Glu(OBzl)-NH2 was dissolved in 100 mL trifluoroacetic acid-dichloromethane (v/v=1:1), and the solution was stirred for 1 hour at r.t to remove Boc group. After the completion of the reaction, the TFA was removed under vacuum; the residue was repeatedly grinded and washed in anhydrous ether, and evaporated to dryness, and re-dissolved in tetrahydrofuran. The pH of the solution was adjusted to 7˜8 with N-methyl morpholine (NMM) in ice bath. The Boc-Ala-OSu solution was sparingl... As a reaction SMILES: [NH:1]([C:18]([O:20]C(C)(C)C)=O)[C@@H:2]([C:15]([NH2:17])=[O:16])[CH2:3][CH2:4][C:5](=[O:14])[O:6][CH2:7][C:8]1[CH:13]=[CH:12][CH:11]=[CH:10][CH:9]=1.FC(F)(F)[C:27]([OH:29])=[O:28].ClCCl>>[NH:1]([C:27]([O:29][C:8]([CH3:13])([CH3:9])[CH3:7])=[O:28])[C@H:2]([C:18]([NH:1][C@@H:2]([C:15]([NH2:17])=[O:16])[CH2:3][CH2:4][C:5](=[O:14])[O:6][CH2:7][C:8]1[CH:9]=[CH:10][CH:11]=[CH:12][CH:13]=1)=[O:20])[CH3:3] |f:1.2|. Reactants: N([C@H](CCC(OCC1=CC=CC=C1)=O)C(=O)N)C(=O)OC(C)(C)C (Boc-D-Glu(OBzl)-NH2), FC(C(=O)O)(F)F.ClCCl (trifluoroacetic acid dichloromethane).